Task: describe an organic reaction: reactants, conditions, products, and yield. Dataset: the Open Reaction Database (ORD), a public repository of structured organic reaction records Reactants: CC(C)([O-])C.[K+] (Potassium tert-butoxide), solution, BrC=1C=CC=2C3=C(C=NC2C1)N=C(N3CCCNC(OC(C)(C)C)=O)CCl (tert-butyl 3-[7-bromo-2-(chloromethyl)-1H-imidazo[4,5-c]quinolin-1-yl]propylcarbamate). Solvent: C1CCOC1 (THF), C1CCOC1 (THF). The product is BrC1=CC=C2C3=C(C=NC2=C1)N=C1N3CCCN(C1)C(=O)OC(C)(C)C (tert-butyl 3-bromo-11,12-dihydro-8H-[1,4]diazepino[1′,2′:1,2]imidazo[4,5-c]quinoline-9(10H)-carboxylate), crude mixture. As a reaction SMILES: CC(C)([O-])C.[K+].[Br:7][C:8]1[CH:9]=[CH:10][C:11]2[C:12]3[N:20]([CH2:21][CH2:22][CH2:23][NH:24][C:25](=[O:31])[O:26][C:27]([CH3:30])([CH3:29])[CH3:28])[C:19]([CH2:32]Cl)=[N:18][C:13]=3[CH:14]=[N:15][C:16]=2[CH:17]=1>C1COCC1>[Br:7][C:8]1[CH:17]=[C:16]2[C:11]([C:12]3[N:20]4[CH2:21][CH2:22][CH2:23][N:24]([C:25]([O:26][C:27]([CH3:30])([CH3:29])[CH3:28])=[O:31])[CH2:32][C:19]4=[N:18][C:13]=3[CH:14]=[N:15]2)=[CH:10][CH:9]=1 |f:0.1|. Procedure details: Potassium tert-butoxide (110 mL of a 1 M solution in THF) was added to a solution of tert-butyl 3-[7-bromo-2-(chloromethyl)-1H-imidazo[4,5-c]quinolin-1-yl]propylcarbamate (41.63 g, 91.74 mmol) in THF (400 mL). The reaction was stirred for ten minutes at ambient temperature and concentrated under reduced pressure to provide tert-butyl 3-bromo-11,12-dihydro-8H-[1,4]diazepino[1′,2′:1,2]imidazo[4,5-c]quinoline-9(10H)-carboxylate in a crude mixture which was used without purification in Part E. The reactants are OC=1C=C(C=O)C=CC1[N+](=O)[O-] (3-hydroxy-4-nitrobenzaldehyde), C(=O)(OCC)C=P(C1=CC=CC=C1)(C1=CC=CC=C1)C1=CC=CC=C1 (carbethoxymethylenetriphenylphosphorane). Solvent: C1(=CC=CC=C1)C (toluene). Yields the product OC=1C=C(C=CC1[N+](=O)[O-])C=CC(=O)OCC (Ethyl 3-(3-hydroxy-4-nitrophenyl)-2-propenoate). As a reaction SMILES: [OH:1][C:2]1[CH:3]=[C:4]([CH:7]=[CH:8][C:9]=1[N+:10]([O-:12])=[O:11])[CH:5]=O.[C:13]([CH:18]=P(C1C=CC=CC=1)(C1C=CC=CC=1)C1C=CC=CC=1)([O:15][CH2:16][CH3:17])=[O:14]>C1(C)C=CC=CC=1>[OH:1][C:2]1[CH:3]=[C:4]([CH:5]=[CH:18][C:13]([O:15][CH2:16][CH3:17])=[O:14])[CH:7]=[CH:8][C:9]=1[N+:10]([O-:12])=[O:11]. Reported procedure: To a solution of 3-hydroxy-4-nitrobenzaldehyde (5 g) in toluene (50 ml) was added carbethoxymethylenetriphenylphosphorane (8.96 g), and the mixture was heated under reflux for 2 h. The mixture was then concentrated and the residue was purified by column chromatography eluting with cyclohexane:ethyl acetate (6:4) to give the title compound. (6.2 g) as a solid, m.p. 95°. The reactants are COC=1C=C2CCN3C(C2=CC1OC)=CC(NC3=O)=O (9,10-dimethoxy-3,4,6,7-tetrahydro-2H-pyrimido(6,1-a)isoquinolin-2,4-dione), C(C)(C)I (isopropyl iodide). Yields the product COC=1C=C2CCN3C(C2=CC1OC)=CC(N(C3=O)C(C)C)=O (9,10-Dimethoxy-3-isopropyl-3,4,6,7-tetrahydro-2H-pyrimido(6,1-a)isoquinolin-2,4-dione). Isolated yield 50.0%. As a reaction SMILES: [CH3:1][O:2][C:3]1[CH:4]=[C:5]2[C:10](=[CH:11][C:12]=1[O:13][CH3:14])[C:9]1=[CH:15][C:16](=[O:20])[NH:17][C:18](=[O:19])[N:8]1[CH2:7][CH2:6]2.[CH:21](I)([CH3:23])[CH3:22]>>[CH3:1][O:2][C:3]1[CH:4]=[C:5]2[C:10](=[CH:11][C:12]=1[O:13][CH3:14])[C:9]1=[CH:15][C:16](=[O:20])[N:17]([CH:21]([CH3:23])[CH3:22])[C:18](=[O:19])[N:8]1[CH2:7][CH2:6]2. Procedure: In a manner analogous to that of Example 3, 9,10-dimethoxy-3,4,6,7-tetrahydro-2H-pyrimido(6,1-a)isoquinolin-2,4-dione is reacted with isopropyl iodide. Yield 50%; melting point 190°-192° C. Starting materials: c1ccc(CNCc2ccccc2)cc1, CCc1nc(N)nc(N)c1-c1ccc(Cl)c([N+](=O)[O-])c1. Product: CCc1nc(N)nc(N)c1-c1ccc(N(Cc2ccccc2)Cc2ccccc2)c([N+](=O)[O-])c1. As a reaction SMILES: [CH2:21]([c:22]1[cH:23][cH:24][cH:25][cH:26][cH:27]1)[NH:28][CH2:29][c:30]1[cH:31][cH:32][cH:33][cH:34][cH:35]1.[NH2:1][c:2]1[n:3][c:4]([CH2:19][CH3:20])[c:5](-[c:9]2[cH:10][c:11]([N+:16](=[O:17])[O-:18])[c:12]([Cl:15])[cH:13][cH:14]2)[c:6]([NH2:8])[n:7]1>>[NH2:1][c:2]1[n:3][c:4]([CH2:19][CH3:20])[c:5](-[c:9]2[cH:10][c:11]([N+:16](=[O:17])[O-:18])[c:12]([N:28]([CH2:21][c:22]3[cH:23][cH:24][cH:25][cH:26][cH:27]3)[CH2:29][c:30]3[cH:31][cH:32][cH:33][cH:34][cH:35]3)[cH:13][cH:14]2)[c:6]([NH2:8])[n:7]1. Starting materials: CCNC(=O)C(Br)c1ccccc1, CC(=O)N1CCc2ccc(N(C(=O)C=Cc3ccccc3)C3CCNCC3)cc21. The product is CCNC(=O)C(c1ccccc1)N1CCC(N(C(=O)C=Cc2ccccc2)c2ccc3c(c2)N(C(C)=O)CC3)CC1. As a reaction SMILES: [Br:30][CH:31]([C:32](=[O:33])[NH:34][CH2:35][CH3:36])[c:37]1[cH:38][cH:39][cH:40][cH:41][cH:42]1.[C:1]([CH3:2])(=[O:3])[N:4]1[CH2:5][CH2:6][c:7]2[cH:8][cH:9][c:10]([N:13]([C:14]([CH:15]=[CH:16][c:17]3[cH:18][cH:19][cH:20][cH:21][cH:22]3)=[O:23])[CH:24]3[CH2:25][CH2:26][NH:27][CH2:28][CH2:29]3)[cH:11][c:12]21>>[C:1]([CH3:2])(=[O:3])[N:4]1[CH2:5][CH2:6][c:7]2[cH:8][cH:9][c:10]([N:13]([C:14]([CH:15]=[CH:16][c:17]3[cH:18][cH:19][cH:20][cH:21][cH:22]3)=[O:23])[CH:24]3[CH2:25][CH2:26][N:27]([CH:31]([C:32](=[O:33])[NH:34][CH2:35][CH3:36])[c:37]4[cH:38][cH:39][cH:40][cH:41][cH:42]4)[CH2:28][CH2:29]3)[cH:11][c:12]21.